Dataset: the Open Reaction Database (ORD), a public repository of structured organic reaction records. Task: describe an organic reaction: reactants, conditions, products, and yield Reactants: [N+](=O)([O-])C1=CC=C(CO)C=C1 (4-nitrobenzyl alcohol), C(Br)(Br)(Br)Br (carbon tetrabromide). Run in ClCCl (dichloromethane). Reaction conditions: time 2 hour. Yields the product BrCC1=CC=C(C=C1)[N+](=O)[O-] (1-bromomethyl-4-nitrobenzene). Reaction SMILES: [N+:1]([C:4]1[CH:11]=[CH:10][C:7]([CH2:8]O)=[CH:6][CH:5]=1)([O-:3])=[O:2].C(Br)(Br)(Br)[Br:13]>ClCCl>[Br:13][CH2:8][C:7]1[CH:10]=[CH:11][C:4]([N+:1]([O-:3])=[O:2])=[CH:5][CH:6]=1. Procedure details: 4-nitrobenzyl alcohol (6 g, 39 mmoles) is put into solution in dichloromethane (100 ml) and carbon tetrabromide (14.9 g, 45 mmoles) is added. Triphenylphosphne (11.8 g, 45 mmoles) is added in portions to the medium at 0° C. Then the mixture is agitated for 2 hours at ambient temperature. Th e solvent is evaporated off and the product obtained is purified on silica gel in an ethyl acetate/heptane mixture (1/2). It is obtained in the form of white needle-shaped crystals (7.2 g; 85%). Melting point...